Task: describe an organic reaction: reactants, conditions, products, and yield. Dataset: the Open Reaction Database (ORD), a public repository of structured organic reaction records Starting materials: C(CCCCCCCCC)=O (1-decanal), Cl (hydrochloric acid), Cl.C(C)(C)(C)C1=CC=C(C=C1)NC(=N)NC(=N)N (N1-(4-tert-butylphenyl)-biguanide hydrochloride). Solvent: C(C)O (ethanol). Yields the product Cl.NC=1N(C(N=C(N1)N)CCCCCCCCC)C1=CC=C(C=C1)C(C)(C)C (2,4-Diamino-1,6-dihydro-6-nonyl-1-(4′-tert-butylphenyl)-1,3,5-triazine hydrochloride). RXN SMILES: [CH:1](=O)[CH2:2][CH2:3][CH2:4][CH2:5][CH2:6][CH2:7][CH2:8][CH2:9][CH3:10].[ClH:12].Cl.[C:14]([C:18]1[CH:23]=[CH:22][C:21]([NH:24][C:25]([NH:27][C:28]([NH2:30])=[NH:29])=[NH:26])=[CH:20][CH:19]=1)([CH3:17])([CH3:16])[CH3:15]>C(O)C>[ClH:12].[NH2:26][C:25]1[N:24]([C:21]2[CH:22]=[CH:23][C:18]([C:14]([CH3:17])([CH3:16])[CH3:15])=[CH:19][CH:20]=2)[CH:1]([CH2:2][CH2:3][CH2:4][CH2:5][CH2:6][CH2:7][CH2:8][CH2:9][CH3:10])[N:29]=[C:28]([NH2:30])[N:27]=1 |f:2.3,5.6|. Reported procedure: 100 ml of ethanol, 5.2 g (33.3 mmol) of 1-decanal and 0.9 ml of concentrated hydrochloric acid were added to 6.0 g (22.2 mmol) of N1-(4-tert-butylphenyl)-biguanide hydrochloride, and the mixture was refluxed for 7 hours. The solvent was concentrated under reduced pressure, and the residue was cooled. The resulting precipitated crystals were filtered, and recrystallized from 80% aqueous ethanol to obtain 3.1 g of colorless crystals having a melting point of 238 to 240° C. Reactants: ClC1=NC(=NC(=N1)NCCCCC1CC(N(C(C1)(C)C)OC1CCCCC1)(C)C)NCCCCC1CC(N(C(C1)(C)C)OC1CCCCC1)(C)C (2-chloro-4,6-bis[N-(1-cyclohexyloxy-2,2,6,6-tetramethylpiperidin-4-yl)butylamino]-1,3,5-triazine), N(CCO)CCO (diethanolamine). The product is OCCN(C1=NC(=NC(=N1)NCCCCC1CC(N(C(C1)(C)C)OC1CCCCC1)(C)C)NCCCCC1CC(N(C(C1)(C)C)OC1CCCCC1)(C)C)CCO (2-[Bis(2-hydroxyethyl)amino]-4,6-bis[N-(1-cyclohexyloxy-2,2,6,6-tetramethylpiperidin-4-yl)butylamino]-1,3,5-triazine). RXN SMILES: Cl[C:2]1[N:7]=[C:6]([NH:8][CH2:9][CH2:10][CH2:11][CH2:12][CH:13]2[CH2:18][C:17]([CH3:20])([CH3:19])[N:16]([O:21][CH:22]3[CH2:27][CH2:26][CH2:25][CH2:24][CH2:23]3)[C:15]([CH3:29])([CH3:28])[CH2:14]2)[N:5]=[C:4]([NH:30][CH2:31][CH2:32][CH2:33][CH2:34][CH:35]2[CH2:40][C:39]([CH3:42])([CH3:41])[N:38]([O:43][CH:44]3[CH2:49][CH2:48][CH2:47][CH2:46][CH2:45]3)[C:37]([CH3:51])([CH3:50])[CH2:36]2)[N:3]=1.[NH:52]([CH2:56][CH2:57][OH:58])[CH2:53][CH2:54][OH:55]>>[OH:55][CH2:54][CH2:53][N:52]([CH2:56][CH2:57][OH:58])[C:2]1[N:7]=[C:6]([NH:8][CH2:9][CH2:10][CH2:11][CH2:12][CH:13]2[CH2:18][C:17]([CH3:19])([CH3:20])[N:16]([O:21][CH:22]3[CH2:23][CH2:24][CH2:25][CH2:26][CH2:27]3)[C:15]([CH3:29])([CH3:28])[CH2:14]2)[N:5]=[C:4]([NH:30][CH2:31][CH2:32][CH2:33][CH2:34][CH:35]2[CH2:40][C:39]([CH3:41])([CH3:42])[N:38]([O:43][CH:44]3[CH2:45][CH2:46][CH2:47][CH2:48][CH2:49]3)[C:37]([CH3:51])([CH3:50])[CH2:36]2)[N:3]=1. Procedure: The title compound is prepared from the reaction of 2-chloro-4,6-bis[N-(1-cyclohexyloxy-2,2,6,6-tetramethylpiperidin-4-yl)butylamino]-1,3,5-triazine and diethanolamine according to the procedure of Example 1. The reactants are BrC1=C2C=CC=CC2=C(C2=C1SC(=C2C)C)C2=C(C(=CC(=C2)[N+](=O)[O-])Br)OC (9-bromo-4-(3-bromo-methoxy-5-nitro-phenyl)-2,3-dimethyl-naphtho[2,3-b]thiophene), [Sn](Cl)Cl (tin (II) dichloride), C(C)(=O)OCC (ethyl acetate), C(C)(=O)OCC (ethyl acetate). Reaction conditions: temperature 70 celsius, time 30 minute. Product: BrC=1C(=C(C=C(C1)C1=C2C=CC=CC2=C(C=2SC(=C(C21)C)C)Br)N)OC (3-Bromo-5-(9-bromo-2,3-dimethyl-naphtho[2,3-b]thiophen-4-yl)-2-methoxy-phenylamine). Isolated yield 92.0%. As a reaction SMILES: [Br:1][C:2]1[C:11]2[S:12][C:13]([CH3:16])=[C:14]([CH3:15])[C:10]=2[C:9]([C:17]2[CH:22]=[C:21]([N+:23]([O-])=O)[CH:20]=[C:19]([Br:26])[C:18]=2OC)=[C:8]2[C:3]=1[CH:4]=[CH:5][CH:6]=[CH:7]2.[Sn](Cl)Cl.[C:32](OCC)(=[O:34])C>>[Br:26][C:19]1[C:20]([O:34][CH3:32])=[C:21]([NH2:23])[CH:22]=[C:17]([C:9]2[C:10]3[C:14]([CH3:15])=[C:13]([CH3:16])[S:12][C:11]=3[C:2]([Br:1])=[C:3]3[C:8]=2[CH:7]=[CH:6][CH:5]=[CH:4]3)[CH:18]=1. Reported procedure: A stirred suspension of 9-bromo-4-(3-bromo-methoxy-5-nitro-phenyl)-2,3-dimethyl-naphtho[2,3-b]thiophene (0.372, 0.714 mmol), tin (II) dichloride (805 mg, 3.57 mmol) and ethyl acetate (4 mL)was heated to 70° C. where disolution occurred. After 30 min, the reaction mixture was cooled to room temperature, diluted with ethyl acetate and silica gel was added. The ethyl acetate was removed and the adsorbate was flash chromatographed (4:1 pet. ether: ethyl acetate) to provide the title compound as a wh... Starting materials: diol, OC1C2CCC(C(CC1)O)N2C (2,5-dihydroxy-9-methyl-9-azabicyclo[4.2.1]nonane), C(C)(C)(C)C=1C=C(C=C(C1O)C(C)(C)C)CC(=O)O (3,5-di-tert-butyl-4-hydroxyphenylacetic acid), O (water). Reagents/catalysts: CC(C)[O-].CC(C)[O-].CC(C)[O-].CC(C)[O-].[Ti+4] (titanium tetraisopropylate). Solvent: C=1(C(=CC=CC1)C)C (xylene). Product: C(C)(C)(C)C=1C=C(C=C(C1O)C(C)(C)C)CC(=O)OC1C2CCC(C(CC1)N2C)OC(CC2=CC(=C(C(=C2)C(C)(C)C)O)C(C)(C)C)=O (2,6-bis(3,5-di-tert-butyl-4-hydroxyphenylacetoxy)-9-methyl-9-azabicyclo[3.3.1]nonane). The yield is 28.0%. RXN SMILES: O[CH:2]1[CH2:9][CH2:8][CH:7]([OH:10])[CH:6]2[N:11]([CH3:12])[CH:3]1[CH2:4][CH2:5]2.[C:13]([C:17]1[CH:18]=[C:19]([CH2:28][C:29]([OH:31])=[O:30])[CH:20]=[C:21]([C:24]([CH3:27])([CH3:26])[CH3:25])[C:22]=1[OH:23])([CH3:16])([CH3:15])[CH3:14].[OH2:32]>C1(C)C(C)=CC=CC=1.CC([O-])C.CC([O-])C.CC([O-])C.CC([O-])C.[Ti+4]>[C:13]([C:17]1[CH:18]=[C:19]([CH2:28][C:29]([O:31][CH:3]2[CH2:4][CH2:5][CH:6]3[N:11]([CH3:12])[CH:2]2[CH2:9][CH2:8][CH:7]3[O:10][C:29](=[O:30])[CH2:28][C:19]2[CH:20]=[C:21]([C:24]([CH3:25])([CH3:27])[CH3:26])[C:22]([OH:32])=[C:17]([C:13]([CH3:16])([CH3:15])[CH3:14])[CH:18]=2)=[O:30])[CH:20]=[C:21]([C:24]([CH3:25])([CH3:27])[CH3:26])[C:22]=1[OH:23])([CH3:16])([CH3:14])[CH3:15] |f:4.5.6.7.8|. Procedure details: Under nitrogen a stirred solution of the diol mixture 2,6-dihydroxy-9-methyl-9-azabicyclo [3.3.1]nonane and 2,5-dihydroxy-9-methyl-9-azabicyclo[4.2.1]nonane (4.28 g, 0.025 mole), 3,5-di-tert-butyl-4-hydroxyphenylacetic acid (14.55 g, 0.055 mole) and titanium tetraisopropylate (0.7 ml) in 100 ml of xylene was heated under reflux for 18 hours water being removed with a Dean-Stark trap. The xylene was evaporated under reduced pressure and the residue was dissolved in ether. The ether solution was w... Reactants: ClCCCl, C1CCOC1, CCN(C(C)C)C(C)C, Cl, CCOC(=O)C(N)C#N, On1nnc2ccccc21, O=C(O)c1ccccn1. Product: CCOC(=O)C(C#N)NC(=O)c1ccccn1. Reaction SMILES: [CH2:10]([Cl:11])[CH2:12][Cl:13].[CH2:43]1[O:44][CH2:45][CH2:46][CH2:47]1.[CH:25]([N:26]([CH2:27][CH3:28])[CH:29]([CH3:30])[CH3:31])([CH3:32])[CH3:33].[ClH:14].[NH2:34][CH:35]([C:36](=[O:37])[O:38][CH2:39][CH3:40])[C:41]#[N:42].[OH:15][n:16]1[c:17]2[c:18]([cH:19][cH:20][cH:21][cH:22]2)[n:23][n:24]1.[OH:1][C:2](=[O:3])[c:4]1[cH:5][cH:6][cH:7][cH:8][n:9]1>>[C:2](=[O:3])([c:4]1[cH:5][cH:6][cH:7][cH:8][n:9]1)[NH:34][CH:35]([C:36](=[O:37])[O:38][CH2:39][CH3:40])[C:41]#[N:42]. Starting materials: C(C)OC1=C(C(=NC(=N1)S(=O)C)N1CCS(CC1)=O)[N+](=O)[O-] (6-ethoxy-2-methylsulfinyl-5-nitro-4-(1-oxido-thiomorpholino)-pyrimidine), N1CCNCC1 (piperazine), O (water). Run in C(C)O (ethanol). The product is C(C)OC1=C(C(=NC(=N1)N1CCNCC1)N1CCS(CC1)=O)[N+](=O)[O-] (6-Ethoxy-5-nitro-4-(1-oxido-thiomorpholino)-2-piperazino-pyrimidine). Reaction SMILES: [CH2:1]([O:3][C:4]1[N:9]=[C:8](S(C)=O)[N:7]=[C:6]([N:13]2[CH2:18][CH2:17][S:16](=[O:19])[CH2:15][CH2:14]2)[C:5]=1[N+:20]([O-:22])=[O:21])[CH3:2].[NH:23]1[CH2:28][CH2:27][NH:26][CH2:25][CH2:24]1.O>C(O)C>[CH2:1]([O:3][C:4]1[N:9]=[C:8]([N:23]2[CH2:28][CH2:27][NH:26][CH2:25][CH2:24]2)[N:7]=[C:6]([N:13]2[CH2:18][CH2:17][S:16](=[O:19])[CH2:15][CH2:14]2)[C:5]=1[N+:20]([O-:22])=[O:21])[CH3:2]. Procedure: 1 gm (2.9 mols) of 6-ethoxy-2-methylsulfinyl-5-nitro-4-(1-oxido-thiomorpholino)-pyrimidine [m.p. 164°-165°C, prepared from 6 ethoxy-2-methylthio-5-nitro-4-(1-oxido-thiomorpholino)-pyrimidine and 30% hydrogen peroxide in dilute acetic acid] was refluxed together with 5 gm (58 millimols) of piperazine in 50 ml of ethanol for 10 minutes. The reaction mixture was then poured into water, and the aqueous mixture was extracted with chloroform. The chloroform phase was dried, evaporated to dryness, and ... Reactants: C(C)(=O)C=1NC=CC1 (2-acetylpyrrole), FC1=CC=C(CBr)C=C1 (4-fluorobenzylbromide), ice water, [H-].[Na+] (sodium hydride). The solvent is CN(C)C=O (DMF), CN(C)C=O (DMF), CN(C)C=O (DMF). Reaction conditions: time 15 minute. The product is C(C)(=O)C=1N(C=CC1)CC1=CC=C(C=C1)F (2-acetyl-1-(4-fluorobenzyl)pyrrole). Isolated yield 99.7%. RXN SMILES: [H-].[Na+].[C:3]([C:6]1[NH:7][CH:8]=[CH:9][CH:10]=1)(=[O:5])[CH3:4].[F:11][C:12]1[CH:19]=[CH:18][C:15]([CH2:16]Br)=[CH:14][CH:13]=1>CN(C=O)C>[C:3]([C:6]1[N:7]([CH2:16][C:15]2[CH:18]=[CH:19][C:12]([F:11])=[CH:13][CH:14]=2)[CH:8]=[CH:9][CH:10]=1)(=[O:5])[CH3:4] |f:0.1|. Procedure: To a suspension of sodium hydride (60% in mineral oil, 1.32 g, 33 mmol) in DMF (30 ml) was added at an ice bath temperature a solution of 2-acetylpyrrole (3.27 g, 30 mmol) in DMF (5 ml). The mixture was stirred at room temperature for 15 minutes and cooled again. To the solution was added dropwise a solution of 4-fluorobenzylbromide (6.24 g, 33 mmol) in DMF (2 ml). The reaction solution was stirred at room temperature for 1 hour and poured into ice-water, and then extracted with ethylacetate. Th... RXN SMILES: [CH2:1]([c:2]1[cH:3][cH:4][cH:5][cH:6][cH:7]1)[O:8][c:9]1[c:10]([O:29][CH3:30])[cH:11][c:12]2[c:17]([cH:18]1)[C:16]([C:19]1([c:22]3[c:23]([Cl:28])[cH:24][cH:25][cH:26][cH:27]3)[CH2:20][CH2:21]1)=[N:15][CH2:14][CH2:13]2.[CH3:31][CH:32]([CH3:33])[CH2:34][O:35][C:36]([N:37]1[CH2:38][CH2:39][CH2:40][CH:41]1[C:42]([O:43][BH-:44]([O:45][C:46](=[O:47])[CH:48]1[CH2:49][CH2:50][CH2:51][N:52]1[C:53]([O:54][CH2:55][CH:56]([CH3:57])[CH3:58])=[O:59])[O:60][C:61](=[O:62])[CH:63]1[CH2:64][CH2:65][CH2:66][N:67]1[C:68]([O:69][CH2:70][CH:71]([CH3:72])[CH3:73])=[O:74])=[O:75])=[O:76].[Cl:89][CH2:90][Cl:91].[Na+:77].[Na+:83].[Na+:84].[O-:85][C:86](=[O:87])[O-:88].[S:78](=[O:79])(=[O:80])([OH:81])[OH:82]>>[CH2:1]([c:2]1[cH:3][cH:4][cH:5][cH:6][cH:7]1)[O:8][c:9]1[c:10]([O:29][CH3:30])[cH:11][c:12]2[c:17]([cH:18]1)[CH:16]([C:19]1([c:22]3[c:23]([Cl:28])[cH:24][cH:25][cH:26][cH:27]3)[CH2:20][CH2:21]1)[NH:15][CH2:14][CH2:13]2. The reactants are COc1cc2c(cc1OCc1ccccc1)C(C1(c3ccccc3Cl)CC1)=NCC2, CC(C)COC(=O)N1CCCC1C(=O)O[BH-](OC(=O)C1CCCN1C(=O)OCC(C)C)OC(=O)C1CCCN1C(=O)OCC(C)C, ClCCl, [Na+], [Na+], [Na+], O=C([O-])[O-], O=S(=O)(O)O. Product: COc1cc2c(cc1OCc1ccccc1)C(C1(c3ccccc3Cl)CC1)NCC2. The reactants are C(C(=O)C)C1=NC(=NO1)CCl (5-acetonyl-3-chloromethyl-1,2,4-oxadiazole), [N+](=O)([O-])C=1C=C(C=O)C=CC1 (3-nitrobenzaldehyde), N\C(=C/C#N)\C (3-aminocrotononitrile). Run in C(C)(C)O (isopropyl alcohol). The product is CC=1NC(=C(C(C1C1=NC(=NO1)CCl)C1=CC(=CC=C1)[N+](=O)[O-])C#N)C (1,4-dihydro-2,6-dimethyl-3-(3-chloromethyl-1,2,4-oxadiazol-5-yl)-4-(3-nitrophenyl)pyridine-5-carbonitrile). Yield: 42.3%. As a reaction SMILES: [CH2:1]([C:5]1[O:9][N:8]=[C:7]([CH2:10][Cl:11])[N:6]=1)[C:2]([CH3:4])=O.[N+:12]([C:15]1[CH:16]=[C:17]([CH:20]=[CH:21][CH:22]=1)[CH:18]=O)([O-:14])=[O:13].[NH2:23]/[C:24](/[CH3:28])=[CH:25]\[C:26]#[N:27]>C(O)(C)C>[CH3:4][C:2]1[NH:23][C:24]([CH3:28])=[C:25]([C:26]#[N:27])[CH:18]([C:17]2[CH:20]=[CH:21][CH:22]=[C:15]([N+:12]([O-:14])=[O:13])[CH:16]=2)[C:1]=1[C:5]1[O:9][N:8]=[C:7]([CH2:10][Cl:11])[N:6]=1. Procedure: A stirred solution of 1.0 g of 5-acetonyl-3-chloromethyl-1,2,4-oxadiazole, 0.95 g of 3-nitrobenzaldehyde and 0.52 g of 3-aminocrotononitrile in 10 ml of isopropyl alcohol was heated under reflux for 4 hours and then concentrated in vacuo. The residue was chromatographed on silica gel using chloroform-methanol (40:1) as eluent to give 0.90 g of 1,4-dihydro-2,6-dimethyl-3-(3-chloromethyl-1,2,4-oxadiazol-5-yl)-4-(3-nitrophenyl)pyridine-5-carbonitrile, m.p. 204.5°-206.5° C. The reactants are C(C)C=1C(=C(C(=C(C1)C)N)N)CC (diethyl toluene diamine), CC1=C(C(=C(C(=C1)CC)N)CC)N (1-methyl-3,5-diethyl-2,4-diaminobenzene), CC1=C(C(=CC(=C1N)CC)CC)N (1-methyl-3,5-diethyl-2,6-diaminobenzene). The product is CCC1=CC(=C(C(=C1N)C)N)CC.CCC1=C(C(=C(C(=C1)C)N)CC)N (DETDA). RXN SMILES: C(C1C(CC)=C(N)C(N)=C(C)C=1)C.[CH3:14][C:15]1[CH:20]=[C:19]([CH2:21][CH3:22])[C:18]([NH2:23])=[C:17]([CH2:24][CH3:25])[C:16]=1[NH2:26].[CH3:27][C:28]1[C:33]([NH2:34])=[C:32]([CH2:35][CH3:36])[CH:31]=[C:30]([CH2:37][CH3:38])[C:29]=1[NH2:39]>>[CH3:38][CH2:37][C:30]1[C:29]([NH2:39])=[C:28]([CH3:27])[C:33]([NH2:34])=[C:32]([CH2:35][CH3:36])[CH:31]=1.[CH3:22][CH2:21][C:19]1[CH:20]=[C:15]([CH3:14])[C:16]([NH2:26])=[C:17]([CH2:24][CH3:25])[C:18]=1[NH2:23] |f:3.4|. Procedure: A commercial preparation of diethyl toluene diamine (DETDA) which is an isomeric mixture of 1-methyl-3,5-diethyl-2,4-diaminobenzene and 1-methyl-3,5-diethyl-2,6-diaminobenzene in a ratio between 65:35 and 80:20.